This data is from the Open Reaction Database (ORD), a public repository of structured organic reaction records. The task is: describe an organic reaction: reactants, conditions, products, and yield Starting materials: [C@@H]1([C@H](O)[C@@H](O)[C@H](O)[C@H](O1)CO)C1=CC(=CC=C1)CC=1SC(=CC1)CC (1-(β-D-glucopyranosyl)-3-(5-ethyl-2-thienylmethyl)benzene), C(C)(=O)O[C@H]1[C@@H](O[C@@H]([C@H]([C@@H]1OC(C)=O)OC(C)=O)COC(C)=O)C1=CC(=C(C=C1)Cl)CC=1SC(=CC1)Br (1-(2,3,4,6-tetra-O-acetyl-β-D-glucopyranosyl)-3-(5-bromo-2-thienylmethyl)-4-chlorobenzene), C(CCC)[Sn](C1=NC=CN=C1)(CCCC)CCCC (tri-n-butyl(pyrazinyl)tin). Reagents/catalysts: [Cu]I (copper (I) iodide), C=1C=CC(=CC1)[P](C=2C=CC=CC2)(C=3C=CC=CC3)[Pd]([P](C=4C=CC=CC4)(C=5C=CC=CC5)C=6C=CC=CC6)([P](C=7C=CC=CC7)(C=8C=CC=CC8)C=9C=CC=CC9)[P](C=1C=CC=CC1)(C=1C=CC=CC1)C=1C=CC=CC1 (tetrakis(triphenylphosphine)palladium), C[O-].[Na+] (sodium methoxide). Run in CO (methanol), C(C)(=O)OCC (ethyl acetate), O1CCOCC1 (1,4-dioxane). Reaction conditions: time 2.5 hour. The product is C(C)(=O)O[C@H]1[C@@H](O[C@@H]([C@H]([C@@H]1OC(C)=O)OC(C)=O)COC(C)=O)C1=CC(=C(C=C1)Cl)CC=1SC(=CC1)C1=NC=CN=C1 (1-(2,3,4,6-tetra-O-acetyl-β-D-glucopyranosyl)-4-chloro-3-(5-pyrazinyl-2-thienylmethyl)benzene). Isolated yield 43.9%. RXN SMILES: [C@@H]1(C2C=CC=C(CC3SC(CC)=CC=3)C=2)O[C@H](CO)[C@@H](O)[C@H](O)[C@H]1O.[C:26]([O:29][C@@H:30]1[C@@H:35]([O:36][C:37](=[O:39])[CH3:38])[C@H:34]([O:40][C:41](=[O:43])[CH3:42])[C@@H:33]([CH2:44][O:45][C:46](=[O:48])[CH3:47])[O:32][C@H:31]1[C:49]1[CH:54]=[CH:53][C:52]([Cl:55])=[C:51]([CH2:56][C:57]2[S:58][C:59](Br)=[CH:60][CH:61]=2)[CH:50]=1)(=[O:28])[CH3:27].C([Sn](CCCC)(CCCC)[C:68]1[CH:73]=[N:72][CH:71]=[CH:70][N:69]=1)CCC>CO.C[O-].[Na+].O1CCOCC1.C(OCC)(=O)C.C1C=CC([P]([Pd]([P](C2C=CC=CC=2)(C2C=CC=CC=2)C2C=CC=CC=2)([P](C2C=CC=CC=2)(C2C=CC=CC=2)C2C=CC=CC=2)[P](C2C=CC=CC=2)(C2C=CC=CC=2)C2C=CC=CC=2)(C2C=CC=CC=2)C2C=CC=CC=2)=CC=1.[Cu]I>[C:26]([O:29][C@@H:30]1[C@@H:35]([O:36][C:37](=[O:39])[CH3:38])[C@H:34]([O:40][C:41](=[O:43])[CH3:42])[C@@H:33]([CH2:44][O:45][C:46](=[O:48])[CH3:47])[O:32][C@H:31]1[C:49]1[CH:54]=[CH:53][C:52]([Cl:55])=[C:51]([CH2:56][C:57]2[S:58][C:59]([C:68]3[CH:73]=[N:72][CH:71]=[CH:70][N:69]=3)=[CH:60][CH:61]=2)[CH:50]=1)(=[O:28])[CH3:27] |f:4.5,^1:102,104,123,142|. Procedure details: A solution of mesityl bromide (4.74 g) in tetrahydrofuran (100 ml) was cooled to −78° C. under argon atmosphere, and thereto was added dropwise t-butyl lithium (1.43 M pentane solution, 33 ml). The mixture was stirred at −30 to −20° C. for one hour, and then, a mixed solution of t-butyl 5-bromo-2-chlorobenzoate 61 (4.94 g) and 2,3,4,6-tetrakis-O-trimethylsilyl-D-glucono-1,5-lactone 2 (see U.S. Pat. No. 6,515,117) (11.10 g) in tetrahydrofuran (70 ml) was added dropwise thereto at −78° C. The mixt... The reactants are BrCCCCC1=CC=C(C=C1)CCCCBr (1,4-bis(4-bromobutyl)benzene), CN1CCCCC1 (N-methylpiperidine). The solvent is C(C)O (ethanol). Run at time 30 minute. Yields the product [Br-].[Br-].C[N+]1(CCCCC1)CCCCC1=CC=C(C=C1)CCCC[N+]1(CCCCC1)C (1,4-Bis[4-(1-methyl-1-piperidinio)butyl]benzene dibromide). The yield is 171.1%. As a reaction SMILES: [Br:1][CH2:2][CH2:3][CH2:4][CH2:5][C:6]1[CH:11]=[CH:10][C:9]([CH2:12][CH2:13][CH2:14][CH2:15]Br)=[CH:8][CH:7]=1.[CH3:17][N:18]1[CH2:23][CH2:22][CH2:21][CH2:20][CH2:19]1>C(O)C>[Br-:1].[Br-:1].[CH3:17][N+:18]1([CH2:2][CH2:3][CH2:4][CH2:5][C:6]2[CH:11]=[CH:10][C:9]([CH2:12][CH2:13][CH2:14][CH2:15][N+:18]3([CH3:17])[CH2:23][CH2:22][CH2:21][CH2:20][CH2:19]3)=[CH:8][CH:7]=2)[CH2:23][CH2:22][CH2:21][CH2:20][CH2:19]1 |f:3.4.5|. Procedure: First, 0.35 g of 1,4-bis(4-bromobutyl)benzene and 0.5 g of N-methylpiperidine were dissolved in 5 ml of absolute ethanol, the solution was refluxed for 9 hours, and evaporated under a reduced pressure. To the residue were added acetone and a small amount of ethanol, and the mixture was stirred at a room temperature for 30 minutes. The resulting crystal was filtered, washed with acetone and dried under a reduced pressure to obtain 0.47 g of the title compound as a colorless crystal. The product is N#Cc1ccc(F)cc1N1CCOC1=O. The reactants are N#Cc1ccc(F)cc1Br, [K+], [K+], O=C([O-])[O-], O=C1NCCO1, C1COCCO1, O=C(C=Cc1ccccc1)C=Cc1ccccc1, O=C(C=Cc1ccccc1)C=Cc1ccccc1, O=C(C=Cc1ccccc1)C=Cc1ccccc1, [Pd], [Pd]. RXN SMILES: [Br:1][c:2]1[c:3]([C:4]#[N:5])[cH:6][cH:7][c:8]([F:10])[cH:9]1.[K+:17].[K+:18].[O-:19][C:20]([O-:21])=[O:22].[O:11]1[C:12](=[O:16])[NH:13][CH2:14][CH2:15]1.[O:23]1[CH2:24][CH2:25][O:26][CH2:27][CH2:28]1.[O:31]=[C:32]([CH:33]=[CH:34][c:35]1[cH:36][cH:37][cH:38][cH:39][cH:40]1)[CH:41]=[CH:42][c:43]1[cH:44][cH:45][cH:46][cH:47][cH:48]1.[O:49]=[C:50]([CH:51]=[CH:52][c:53]1[cH:54][cH:55][cH:56][cH:57][cH:58]1)[CH:59]=[CH:60][c:61]1[cH:62][cH:63][cH:64][cH:65][cH:66]1.[O:67]=[C:68]([CH:69]=[CH:70][c:71]1[cH:72][cH:73][cH:74][cH:75][cH:76]1)[CH:77]=[CH:78][c:79]1[cH:80][cH:81][cH:82][cH:83][cH:84]1.[Pd:29].[Pd:30]>>[c:2]1([N:13]2[C:12](=[O:16])[O:11][CH2:15][CH2:14]2)[c:3]([C:4]#[N:5])[cH:6][cH:7][c:8]([F:10])[cH:9]1. Yields the product CC(C)Nc1ccc(Cl)nc1N(C)C1CCNCC1. As a reaction SMILES: [CH2:1]([c:2]1[cH:3][cH:4][cH:5][cH:6][cH:7]1)[N:8]1[CH2:9][CH2:10][CH:11]([N:14]([c:15]2[n:16][c:17]([Cl:25])[cH:18][cH:19][c:20]2[NH:21][CH:22]([CH3:23])[CH3:24])[CH3:26])[CH2:12][CH2:13]1.[CH3:41][OH:42].[Cl:27][CH:28]([O:29][C:30]([Cl:31])=[O:32])[CH3:33].[Cl:43][CH2:44][Cl:45].[c:34]1([CH3:35])[cH:36][cH:37][cH:38][cH:39][cH:40]1>>[NH:8]1[CH2:9][CH2:10][CH:11]([N:14]([c:15]2[n:16][c:17]([Cl:25])[cH:18][cH:19][c:20]2[NH:21][CH:22]([CH3:23])[CH3:24])[CH3:26])[CH2:12][CH2:13]1. The reactants are CC(C)Nc1ccc(Cl)nc1N(C)C1CCN(Cc2ccccc2)CC1, CO, CC(Cl)OC(=O)Cl, ClCCl, Cc1ccccc1. Reactants: NC1=CC=CC=C1 (aniline), NC(=O)N (urea), C12CN(CC(CC1)O2)C2=C1C(=NC(=N2)C2=CC=C(C=C2)NC(=O)NCC)N(N=C1)C1CCN(CC1)C(=O)OCC (ethyl 4-(4-(8-oxa-3-azabicyclo[3.2.1]octan-3-yl)-6-(4-(3-ethylureido)phenyl)-1H-pyrazolo[3,4-d]pyrimidin-1-yl)piperidine-1-carboxylate), O1CCN(CC1)C1=CC=C(N)C=C1 (4-morpholinoaniline). Yields the product C12CN(CC(CC1)O2)C2=C1C(=NC(=N2)C2=CC=C(C=C2)NC(=O)NC2=CC=C(C=C2)N2CCOCC2)N(N=C1)C (1-(4-(4-(8-oxa-3-azabicyclo[3.2.1]octan-3-yl)-1-methyl-1H-pyrazolo[3,4-d]pyrimidin-6-yl)phenyl)-3-(4-morpholinophenyl)urea). RXN SMILES: NC(N)=O.[CH:5]12[O:12][CH:9]([CH2:10][CH2:11]1)[CH2:8][N:7]([C:13]1[N:18]=[C:17]([C:19]3[CH:24]=[CH:23][C:22]([NH:25][C:26](NCC)=[O:27])=[CH:21][CH:20]=3)[N:16]=[C:15]3[N:31]([CH:34]4CCN(C(OCC)=O)CC4)[N:32]=[CH:33][C:14]=13)[CH2:6]2.[O:45]1[CH2:50][CH2:49][N:48]([C:51]2[CH:57]=[CH:56][C:54]([NH2:55])=[CH:53][CH:52]=2)[CH2:47][CH2:46]1.NC1C=CC=CC=1>>[CH:5]12[O:12][CH:9]([CH2:10][CH2:11]1)[CH2:8][N:7]([C:13]1[N:18]=[C:17]([C:19]3[CH:20]=[CH:21][C:22]([NH:25][C:26]([NH:55][C:54]4[CH:56]=[CH:57][C:51]([N:48]5[CH2:47][CH2:46][O:45][CH2:50][CH2:49]5)=[CH:52][CH:53]=4)=[O:27])=[CH:23][CH:24]=3)[N:16]=[C:15]3[N:31]([CH3:34])[N:32]=[CH:33][C:14]=13)[CH2:6]2. Procedure details: A urea formation procedure similar to that used for the synthesis of ethyl 4-(4-(8-oxa-3-azabicyclo[3.2.1]octan-3-yl)-6-(4-(3-ethylureido)phenyl)-1H-pyrazolo[3,4-d]pyrimidin-1-yl)piperidine-1-carboxylate is used, utilizing 4-morpholinoaniline as the aniline component. (13%, MS=541.3 (M+H)) Reactants: C(=O)(O)C1=CC=C(C=O)C=C1 (4-carboxybenzaldehyde), C(=O)(O)C1=CC=C(C=C1)S(=O)(=O)N (4-carboxybenzenesulfonamide), CC=1C=CC(=CC1)S(=O)(=O)O (TsOH). Run in ClC1=CC=CC=C1 (chlorobenzene). Yields the product C(=O)(O)C1=CC=C(C=NS(=O)(=O)C2=CC=C(C=C2)C(=O)O)C=C1 (N-(4-Carboxybenzylidene)-4-carboxvbenzenesulfonamide). As a reaction SMILES: [C:1]([C:4]1[CH:11]=[CH:10][C:7]([CH:8]=O)=[CH:6][CH:5]=1)([OH:3])=[O:2].[C:12]([C:15]1[CH:20]=[CH:19][C:18]([S:21]([NH2:24])(=[O:23])=[O:22])=[CH:17][CH:16]=1)([OH:14])=[O:13].CC1C=CC(S(O)(=O)=O)=CC=1>ClC1C=CC=CC=1>[C:1]([C:4]1[CH:11]=[CH:10][C:7]([CH:8]=[N:24][S:21]([C:18]2[CH:17]=[CH:16][C:15]([C:12]([OH:14])=[O:13])=[CH:20][CH:19]=2)(=[O:22])=[O:23])=[CH:6][CH:5]=1)([OH:3])=[O:2]. Procedure details: In the same manner as Example 2, 0.60 g (4 mmol) of 4-carboxybenzaldehyde, 0.80 g (4 mmol) of 4-carboxybenzenesulfonamide and 15 mg of TsOH in 80 mL of chlorobenzene under nitrogen were heated to provide 80% of SULF-5 as a light tan powder: IR (Nujol) 3400-2600 (br), 3082, 1688, 1614, 1160 cm -1 ; 1H NMR (DMSO-d6, TMS ext std) δ9.17 (s, 1), 8.2-7.8 (m, 8). The reactants are [N+](=O)([O-])C1=CC2=C(N=CS2)C=C1 (6-nitrobenzothiazole), C[Mg+].[Br-] (MeMgBr), C(Cl)(Cl)Cl (CHCl3). Solvent: C1CCOC1 (THF). Run at time 2 hour. Yields the product CC1=C(C=CC=2N=CSC21)[N+](=O)[O-] (7-Methyl-6-nitrobenzothiazole). Yield: 46.0%. As a reaction SMILES: [N+:1]([C:4]1[CH:12]=[CH:11][C:7]2[N:8]=[CH:9][S:10][C:6]=2[CH:5]=1)([O-:3])=[O:2].C[Mg+].[Br-].[CH:16](Cl)(Cl)Cl>C1COCC1>[CH3:16][C:5]1[C:6]2[S:10][CH:9]=[N:8][C:7]=2[CH:11]=[CH:12][C:4]=1[N+:1]([O-:3])=[O:2] |f:1.2|. Procedure: To a solution of 6-nitrobenzothiazole (1.4 g, 7.7 mmol) in 50 mL of THF was added 5.1 mL of MeMgBr (15.3 mmol) dropwise in 0.5 h period at 0° C. The reaction mixture was then stirred for additional 2 h. It was quenched by adding THF solution of 2,3-dichloro-5,6-dicyanobenzoquinone until the color of the solution turns to dark green. The reaction mixture was concentrated in vacuo to yield a dark solid which was subjected to column chromatography (CHCl3, neat) to provide 0.68 g (3.5 mmol, 46%) of ... Reactants: C1CCOC1, CCCCCC1CCC(c2ccc(Br)cc2)CC1, Cl, [Mg], S=C=S. Yields the product CCCCCC1CCC(c2ccc(C(=S)S)cc2)CC1. RXN SMILES: [CH2:24]1[O:25][CH2:26][CH2:27][CH2:28]1.[CH2:2]([CH2:3][CH2:4][CH2:5][CH3:6])[CH:7]1[CH2:8][CH2:9][CH:10]([c:13]2[cH:14][cH:15][c:16]([Br:19])[cH:17][cH:18]2)[CH2:11][CH2:12]1.[ClH:23].[Mg:1].[S:20]=[C:21]=[S:22]>>[CH2:2]([CH2:3][CH2:4][CH2:5][CH3:6])[CH:7]1[CH2:8][CH2:9][CH:10]([c:13]2[cH:14][cH:15][c:16]([C:21](=[S:20])[SH:22])[cH:17][cH:18]2)[CH2:11][CH2:12]1. Reactants: OC=1C=C2C=C(NC2=CC1)C(=O)N1CCOCC1 ((5-hydroxy-1H-indol-2-yl)-morpholin-4-yl-methanone), C(C1=CC=CC=C1)N1CCC(CC1)O (1-benzyl-4-hydroxy-piperidine). Yields the product C(C1=CC=CC=C1)N1CCC(CC1)OC=1C=C2C=C(NC2=CC1)C(=O)N1CCOCC1 ([5-(1-Benzyl-piperidin-4-yloxy)-1H-indol-2-yl]-morpholin-4-yl-methanone). As a reaction SMILES: [OH:1][C:2]1[CH:3]=[C:4]2[C:8](=[CH:9][CH:10]=1)[NH:7][C:6]([C:11]([N:13]1[CH2:18][CH2:17][O:16][CH2:15][CH2:14]1)=[O:12])=[CH:5]2.[CH2:19]([N:26]1[CH2:31][CH2:30][CH:29](O)[CH2:28][CH2:27]1)[C:20]1[CH:25]=[CH:24][CH:23]=[CH:22][CH:21]=1>>[CH2:19]([N:26]1[CH2:31][CH2:30][CH:29]([O:1][C:2]2[CH:3]=[C:4]3[C:8](=[CH:9][CH:10]=2)[NH:7][C:6]([C:11]([N:13]2[CH2:14][CH2:15][O:16][CH2:17][CH2:18]2)=[O:12])=[CH:5]3)[CH2:28][CH2:27]1)[C:20]1[CH:25]=[CH:24][CH:23]=[CH:22][CH:21]=1. Procedure: According to the procedure described for the synthesis of Example 1/Step 2 the tide compound was synthesized from (5-hydroxy-1H-indol-2-yl)-morpholin-4-yl-methanone (Example 1, Step 1) and 1-benzyl-4-hydroxy-piperidine (commercially available). (m/e): 419.52 (MH+, 100%). The reactants are COc1ccc(-n2cnnn2)cc1C(=O)N1CCC(CCOS(C)(=O)=O)(c2ccccc2)C1, CC#N, CCN(C(C)C)C(C)C, ClCCl, I, I, c1ccc2c(c1)nc(N1CCCNCC1)n2CCn1cccn1. Yields the product COc1ccc(-n2cnnn2)cc1C(=O)N1CCC(CCN2CCCN(c3nc4ccccc4n3CCn3cccn3)CC2)(c2ccccc2)C1. As a reaction SMILES: [CH3:26][O:27][c:28]1[c:29]([C:39](=[O:40])[N:41]2[CH2:42][C:43]([c:46]3[cH:47][cH:48][cH:49][cH:50][cH:51]3)([CH2:52][CH2:53][O:54][S:55]([CH3:56])(=[O:57])=[O:58])[CH2:44][CH2:45]2)[cH:30][c:31](-[n:34]2[n:35][n:36][n:37][cH:38]2)[cH:32][cH:33]1.[CH3:68][C:69]#[N:70].[CH:59]([N:60]([CH:61]([CH3:62])[CH3:63])[CH2:64][CH3:65])([CH3:66])[CH3:67].[Cl:71][CH2:72][Cl:73].[IH:1].[IH:2].[N:3]1([c:10]2[n:11][c:12]3[c:13]([n:14]2[CH2:15][CH2:16][n:17]2[n:18][cH:19][cH:20][cH:21]2)[cH:22][cH:23][cH:24][cH:25]3)[CH2:4][CH2:5][NH:6][CH2:7][CH2:8][CH2:9]1>>[N:3]1([c:10]2[n:11][c:12]3[c:13]([n:14]2[CH2:15][CH2:16][n:17]2[n:18][cH:19][cH:20][cH:21]2)[cH:22][cH:23][cH:24][cH:25]3)[CH2:4][CH2:5][N:6]([CH2:53][CH2:52][C:43]2([c:46]3[cH:47][cH:48][cH:49][cH:50][cH:51]3)[CH2:42][N:41]([C:39]([c:29]3[c:28]([O:27][CH3:26])[cH:33][cH:32][c:31](-[n:34]4[n:35][n:36][n:37][cH:38]4)[cH:30]3)=[O:40])[CH2:45][CH2:44]2)[CH2:7][CH2:8][CH2:9]1.